The task is: describe an organic reaction: reactants, conditions, products, and yield. This data is from the Open Reaction Database (ORD), a public repository of structured organic reaction records. The reactants are Oc1ccc2ncc(Br)cc2c1, CCOC(C)=O, CN1CCCC1=O, CCCCCC, CCOC(C)=O, [Cl-], Cl, N, O. Product: Oc1ccc2ncc(Cl)cc2c1. Reaction SMILES: [Br:1][c:2]1[cH:3][n:4][c:5]2[cH:6][cH:7][c:8]([OH:12])[cH:9][c:10]2[cH:11]1.[C:23]([O:24][CH2:25][CH3:26])(=[O:27])[CH3:28].[CH3:16][N:17]1[C:18](=[O:19])[CH2:20][CH2:21][CH2:22]1.[CH3:29][CH2:30][CH2:31][CH2:32][CH2:33][CH3:34].[CH3:35][CH2:36][O:37][C:38](=[O:39])[CH3:40].[Cl-:13].[ClH:15].[NH3:14].[OH2:41]>>[c:2]1([Cl:13])[cH:3][n:4][c:5]2[cH:6][cH:7][c:8]([OH:12])[cH:9][c:10]2[cH:11]1. The reactants are ClCCl, CCCCCCCCCCCCCCCCN(C(=O)C(F)(F)F)c1ccc(C(=O)Cl)cc1, CCOC(=O)c1ccc(N)cc1, c1ccncc1. The product is CCCCCCCCCCCCCCCCN(C(=O)C(F)(F)F)c1ccc(C(=O)Nc2ccc(C(=O)OCC)cc2)cc1. RXN SMILES: [Cl:51][CH2:52][Cl:53].[F:19][C:20]([C:21](=[O:22])[N:23]([CH2:24][CH2:25][CH2:26][CH2:27][CH2:28][CH2:29][CH2:30][CH2:31][CH2:32][CH2:33][CH2:34][CH2:35][CH2:36][CH2:37][CH2:38][CH3:39])[c:40]1[cH:41][cH:42][c:43]([C:44](=[O:45])[Cl:46])[cH:47][cH:48]1)([F:49])[F:50].[NH2:1][c:2]1[cH:3][cH:4][c:5]([C:6](=[O:7])[O:8][CH2:9][CH3:10])[cH:11][cH:12]1.[cH:13]1[cH:14][cH:15][n:16][cH:17][cH:18]1>>[NH:1]([c:2]1[cH:3][cH:4][c:5]([C:6](=[O:7])[O:8][CH2:9][CH3:10])[cH:11][cH:12]1)[C:44]([c:43]1[cH:42][cH:41][c:40]([N:23]([C:21]([C:20]([F:19])([F:49])[F:50])=[O:22])[CH2:24][CH2:25][CH2:26][CH2:27][CH2:28][CH2:29][CH2:30][CH2:31][CH2:32][CH2:33][CH2:34][CH2:35][CH2:36][CH2:37][CH2:38][CH3:39])[cH:48][cH:47]1)=[O:45]. The reactants are C(C=C)(=O)OCC (ethyl acrylate), Cl (HCl), solution, C(C)(C)NC(C)C (diisopropylamine), N1(C=NC=C1)C1=NC(=CC(=N1)CN=C(C1=CC=CC=C1)C1=CC=CC=C1)C ((2-(1H-imidazol-1-yl)-6-methylpyrimidin-4-yl)-N-(diphenylmethylene)methanamine). Solvent: C1CCOC1 (THF), hexanes, C1CCOC1 (THF). Reaction conditions: time 10 minute. Product: C(C)OC(C(CCC1=NC(=NC(=C1)C)N1C=NC=C1)N)=O (amino-4-(2-imidazol-1-yl-6-methyl-pyrimidin-4-yl)-butyric acid ethyl ester). The yield is 134.3%. RXN SMILES: C([NH:4]C(C)C)(C)C.[N:8]1([C:13]2[N:18]=[C:17]([CH2:19]N=C(C3C=CC=CC=3)C3C=CC=CC=3)[CH:16]=[C:15]([CH3:34])[N:14]=2)[CH:12]=[CH:11][N:10]=[CH:9]1.[C:35]([O:39][CH2:40][CH3:41])(=[O:38])[CH:36]=[CH2:37].Cl>C1COCC1>[CH2:40]([O:39][C:35](=[O:38])[CH:36]([NH2:4])[CH2:37][CH2:19][C:17]1[CH:16]=[C:15]([CH3:34])[N:14]=[C:13]([N:8]2[CH:12]=[CH:11][N:10]=[CH:9]2)[N:18]=1)[CH3:41]. Reported procedure: nButyllithium (1.50 mL of a 2.82 M solution in hexanes, 4.23 mmol) was added dropwise over 10 minutes to a solution of diisopropylamine (370 mg, 3.66 mmol) and anhydrous THF (10 mL) at 0° C. under an atmosphere of N2. The mixture was stirred for 10 minutes then cannulated into a −45° C. solution of (2-(1H-imidazol-1-yl)-6-methylpyrimidin-4-yl)-N-(diphenylmethylene)methanamine (1.00 g, 2.83 mmol) and anhydrous THF (10 mL) under a N2 atmosphere. The reaction mixture was stirred for 30 minutes then... The reactants are OC1=C(C=C(C=C1C)CCC(=O)C=1SC(=C(C1)C1=CC=CC=C1)CC)C (3-(4-hydroxy-3,5-dimethyl-phenyl)-1-(5-ethyl-4-phenyl-thiophen-2-yl)-propan-1-one), ClC[C@H](CO)O ((S)-3-chloro-propane-1,2-diol). Solvent: CC(C)O (2-propanol), [OH-].[Na+] (NaOH), O (water). Run at temperature 70 celsius, time 15 hour. The product is O[C@H](COC1=C(C=C(C=C1C)CCC(=O)C=1SC(=C(C1)C1=CC=CC=C1)CC)C)CO (3-[4-((S)-2,3-dihydroxy-propoxy)-3,5-dimethyl-phenyl]-1-(5-ethyl-4-phenyl-thiophen-2-yl)-propan-1-one). Yield: 22.3%. Reaction SMILES: [OH:1][C:2]1[C:7]([CH3:8])=[CH:6][C:5]([CH2:9][CH2:10][C:11]([C:13]2[S:14][C:15]([CH2:24][CH3:25])=[C:16]([C:18]3[CH:23]=[CH:22][CH:21]=[CH:20][CH:19]=3)[CH:17]=2)=[O:12])=[CH:4][C:3]=1[CH3:26].Cl[CH2:28][C@@H:29]([OH:32])[CH2:30][OH:31]>CC(O)C.[OH-].[Na+].O>[OH:32][C@@H:29]([CH2:30][OH:31])[CH2:28][O:1][C:2]1[C:7]([CH3:8])=[CH:6][C:5]([CH2:9][CH2:10][C:11]([C:13]2[S:14][C:15]([CH2:24][CH3:25])=[C:16]([C:18]3[CH:23]=[CH:22][CH:21]=[CH:20][CH:19]=3)[CH:17]=2)=[O:12])=[CH:4][C:3]=1[CH3:26] |f:3.4|. Reported procedure: A solution of 3-(4-hydroxy-3,5-dimethyl-phenyl)-1-(5-ethyl-4-phenyl-thiophen-2-yl)-propan-1-one (52 mg, 0.143 mmol) in 2-propanol (1 mL) and 3 N aq. NaOH (0.3 mL) is treated with (S)-3-chloro-propane-1,2-diol (79 mg, 0.71 mmol) and the mixture is stirred at 70° C. for 15 h. The reaction mixture is diluted with water and extracted with DCM. The solvent of the organic extract is evaporated and the crude product is purified on prep. TLC plates with heptane:EA 1:3 to give 3-[4-((S)-2,3-dihydroxy-pro... The reactants are [OH-].[Na+] (sodium hydroxide), FC1=C(C=CC(=C1)C1=C(C(=NC=C1C)OC)C)C1=C(C=NN1[C@@H]1COCC1)C(=O)OCC (ethyl 5-[2-fluoro-4-(2-methoxy-3,5-dimethylpyridin-4-yl)phenyl]-1-[(S)-tetrahydrofuran-3-yl]-1H-pyrazole-4-carboxylate). The solvent is C(C)O (ethanol). Reaction conditions: temperature 60 celsius, time 10 minute. Yields the product FC1=C(C=CC(=C1)C1=C(C(=NC=C1C)OC)C)C1=C(C=NN1[C@@H]1COCC1)C(=O)O (5-[2-fluoro-4-(2-methoxy-3,5-dimethylpyridin-4-yl)phenyl]-1-[(S)-tetrahydrofuran-3-yl]-1H-pyrazole-4-carboxylic acid). The yield is 96.4%. RXN SMILES: [OH-].[Na+].[F:3][C:4]1[CH:9]=[C:8]([C:10]2[C:15]([CH3:16])=[CH:14][N:13]=[C:12]([O:17][CH3:18])[C:11]=2[CH3:19])[CH:7]=[CH:6][C:5]=1[C:20]1[N:24]([C@H:25]2[CH2:29][CH2:28][O:27][CH2:26]2)[N:23]=[CH:22][C:21]=1[C:30]([O:32]CC)=[O:31]>C(O)C>[F:3][C:4]1[CH:9]=[C:8]([C:10]2[C:15]([CH3:16])=[CH:14][N:13]=[C:12]([O:17][CH3:18])[C:11]=2[CH3:19])[CH:7]=[CH:6][C:5]=1[C:20]1[N:24]([C@H:25]2[CH2:29][CH2:28][O:27][CH2:26]2)[N:23]=[CH:22][C:21]=1[C:30]([OH:32])=[O:31] |f:0.1|. Procedure details: A 5 N aqueous sodium hydroxide solution (79 mL) was added to a solution of ethyl 5-[2-fluoro-4-(2-methoxy-3,5-dimethylpyridin-4-yl)phenyl]-1-[(S)-tetrahydrofuran-3-yl]-1H-pyrazole-4-carboxylate (43.2 g) in ethanol (574 mL) at mom temperature, and the reaction mixture was stirred at 60° C. for two hours and 10 minutes. The reaction mixture was cooled to room temperature and then concentrated to half volume under reduced pressure. Water (300 mL) was added to the residue, and ethanol was distilled ... Starting materials: FC1=C(C=CC(=C1)F)[C@]([C@@H](C)N1C(N(CC1)C1=CC=C(C=C1)N1N=NN=C1)=O)(CN1N=CN=C1)O (1-[(1R,2R)-2-(2,4-difluorophenyl)-2-hydroxy-1-methyl-3-(1H-1,2,4-triazol-1-yl)propyl]-3-[4-(1H-tetrazol-1-yl)phenyl]-2-imidazolidinone), C(CC)(=O)OCCl (chloromethyl propanate). Solvent: C(C)#N (acetonitrile). Conditions: temperature 100 celsius, time 10 hour. The product is [Cl-].FC1=C(C=CC(=C1)F)[C@@](C[NH+]1N=CN(C1)COC(CC)=O)([C@@H](C)N1C(N(CC1)C1=CC=C(C=C1)N1N=NN=C1)=O)O (1-[(2R,3R)-2-(2,4-difluorophenyl)-2-hydroxy-3-[2-oxo-3-[4-(1H-tetrazol-1-yl)phenyl]-1-imidazolidinyl]butyl]-4-propanoyloxymethyl-1H-1,2,4-triazolium chloride). Isolated yield 4.0%. As a reaction SMILES: [F:1][C:2]1[CH:7]=[C:6]([F:8])[CH:5]=[CH:4][C:3]=1[C@@:9]([OH:35])([CH2:29][N:30]1[CH:34]=[N:33][CH:32]=[N:31]1)[C@H:10]([N:12]1[CH2:16][CH2:15][N:14]([C:17]2[CH:22]=[CH:21][C:20]([N:23]3[CH:27]=[N:26][N:25]=[N:24]3)=[CH:19][CH:18]=2)[C:13]1=[O:28])[CH3:11].[C:36]([O:40][CH2:41][Cl:42])(=[O:39])[CH2:37][CH3:38]>C(#N)C>[Cl-:42].[F:1][C:2]1[CH:7]=[C:6]([F:8])[CH:5]=[CH:4][C:3]=1[C@:9]([OH:35])([C@H:10]([N:12]1[CH2:16][CH2:15][N:14]([C:17]2[CH:22]=[CH:21][C:20]([N:23]3[CH:27]=[N:26][N:25]=[N:24]3)=[CH:19][CH:18]=2)[C:13]1=[O:28])[CH3:11])[CH2:29][NH+:30]1[CH2:34][N:33]([CH2:41][O:40][C:36](=[O:39])[CH2:37][CH3:38])[CH:32]=[N:31]1 |f:3.4|. Procedure: To a mixture of 1-[(1R,2R)-2-(2,4-difluorophenyl)-2-hydroxy-1-methyl-3-(1H-1,2,4-triazol-1-yl)propyl]-3-[4-(1H-tetrazol-1-yl)phenyl]-2-imidazolidinone (0.80 g) and chloromethyl propanate (4.07 g) was added acetonitrile (1.6 ml), and the mixture was stirred for 10 hours at 100° C. under an argon atmosphere. The reaction mixture was concentrated under reduced pressure, and to the residue was added diisopropyl ether (8 ml). The resulting powder was collected by filtration. The powder was subjected ... The reactants are CC(C)(C)OC(=O)N1CCNCC1, CN1CCOCC1, CN1CCCC1=O, CCOC(C)=O, Cc1cc(F)cc(N)c1[N+](=O)[O-]. Product: Cc1cc(N2CCN(C(=O)OC(C)(C)C)CC2)cc(N)c1[N+](=O)[O-]. RXN SMILES: [C:13](=[O:14])([O:15][C:16]([CH3:17])([CH3:18])[CH3:19])[N:20]1[CH2:21][CH2:22][NH:23][CH2:24][CH2:25]1.[CH3:26][N:27]1[CH2:28][CH2:29][O:30][CH2:31][CH2:32]1.[CH3:33][N:34]1[CH2:35][CH2:36][CH2:37][C:38]1=[O:39].[CH3:40][CH2:41][O:42][C:43](=[O:44])[CH3:45].[F:1][c:2]1[cH:3][c:4]([CH3:12])[c:5]([N+:9](=[O:10])[O-:11])[c:6]([NH2:8])[cH:7]1>>[c:2]1([N:23]2[CH2:22][CH2:21][N:20]([C:13](=[O:14])[O:15][C:16]([CH3:17])([CH3:18])[CH3:19])[CH2:25][CH2:24]2)[cH:3][c:4]([CH3:12])[c:5]([N+:9](=[O:10])[O-:11])[c:6]([NH2:8])[cH:7]1. Starting materials: Cl[Cu] (CuCl), CCCCC(CCCC)C1=CC(=NC=C1)C1=NC=CC(=C1)C(CCCC)CCCC (4,4′-di(5-nonyl)-2,2′-bipyridine), C1(=CC=CC=C1)OC1=CC=CC=C1 (diphenyl ether), C(C(=C)C)(=O)OC (methyl methacrylate), C1(=CC=CC=C1)C(C)Br (1-phenylethyl bromide). Yields the product C(C(=C)C)(=O)OC.C1(=CC=CC=C1)C(C)Br.Cl[Cu] (Methyl Methacrylate 1-Phenylethyl Bromide CuCl). As a reaction SMILES: [Cl:1][Cu:2].CCCCC(C1C=CN=C(C2C=C(C(CCCC)CCCC)C=CN=2)C=1)CCCC.C1(OC2C=CC=CC=2)C=CC=CC=1.[C:46]([O:51][CH3:52])(=[O:50])[C:47]([CH3:49])=[CH2:48].[C:53]1([CH:59]([Br:61])[CH3:60])[CH:58]=[CH:57][CH:56]=[CH:55][CH:54]=1>>[C:46]([O:51][CH3:52])(=[O:50])[C:47]([CH3:49])=[CH2:48].[C:53]1([CH:59]([Br:61])[CH3:60])[CH:58]=[CH:57][CH:56]=[CH:55][CH:54]=1.[Cl:1][Cu:2] |f:5.6.7|. Procedure details: A dry round-bottomed flask was charged with CuCl (23.2 mg; 0.234 mmol), 4,4′-di(5-nonyl)-2,2′-bipyridine (190.9 mg; 0.468 mmol) and diphenyl ether (10.0 ml). The flask was sealed with a rubber septum and was cycled between vacuum and argon three times to remove the oxygen. Degassed methyl methacrylate (10.0 ml; 93.6 mmol) was added using degassed syringes and stainless steel needles. The 1-phenylethyl bromide (64 mL; 0.468 mmol) was added and the flask was immersed in an oil bath held by a therm... The reactants are C1=CC=CC2=CC=CC=C12 (naphthalene), C1(=CC=CC2=CC=CC=C12)C1=CC=CC2=CC=CC=C12 (binaphthalene). Solvent: C1(=CC=CC=C1)C (toluene). Product: C1(=CC=CC2=CC=CC=C12)C=1C(=CC=C2C=CC=CC12)C1=CC=CC2=CC=CC=C12 (ternaphthalene). RXN SMILES: [CH:1]1[C:10]2[C:5](=[CH:6][CH:7]=[CH:8][CH:9]=2)[CH:4]=[CH:3][CH:2]=1.[C:11]1([C:21]2[C:30]3[C:25](=[CH:26][CH:27]=[CH:28][CH:29]=3)[CH:24]=[CH:23][CH:22]=2)[C:20]2[C:15](=[CH:16][CH:17]=[CH:18][CH:19]=2)[CH:14]=[CH:13][CH:12]=1>C1(C)C=CC=CC=1>[C:21]1([C:11]2[C:12]([C:9]3[C:10]4[C:5](=[CH:4][CH:3]=[CH:2][CH:1]=4)[CH:6]=[CH:7][CH:8]=3)=[CH:13][CH:14]=[C:15]3[C:20]=2[CH:19]=[CH:18][CH:17]=[CH:16]3)[C:30]2[C:25](=[CH:26][CH:27]=[CH:28][CH:29]=2)[CH:24]=[CH:23][CH:22]=1. Reported procedure: An experiment performed as in Example 1 is carried out except that the toluene is replaced with naphthalene. A mixture of binaphthalene and ternaphthalene is obtained.